This data is from the Open Reaction Database (ORD), a public repository of structured organic reaction records. The task is: describe an organic reaction: reactants, conditions, products, and yield Starting materials: ClC(C(C#CC1=CC=C(C=C1)F)=O)C (4-chloro-1-(4-fluorophenyl)pent-1-yn-3-one), [I-].N[N+]1=CC=CC=C1 (N-aminopyridinium iodide), C1CCC2=NCCCN2CC1 (DBU). The solvent is C(C)#N (acetonitrile), C(C)#N (acetonitrile). Reaction conditions: time 8 hour. The product is FC1=CC=C(C=C1)C1=NN2C(C=CC=C2)=C1C(CC)=O (1-(2-(4-fluorophenyl)pyrazolo[1,5-a]pyridin-3-yl)propan-1-one). Isolated yield 2.0%. Reaction SMILES: Cl[CH:2]([CH3:14])[C:3](=[O:13])[C:4]#[C:5][C:6]1[CH:11]=[CH:10][C:9]([F:12])=[CH:8][CH:7]=1.[I-].[NH2:16][N+:17]1[CH:22]=[CH:21][CH:20]=[CH:19][CH:18]=1.C1CCN2C(=NCCC2)CC1>C(#N)C>[F:12][C:9]1[CH:10]=[CH:11][C:6]([C:5]2[C:4]([C:3](=[O:13])[CH2:2][CH3:14])=[C:18]3[CH:19]=[CH:20][CH:21]=[CH:22][N:17]3[N:16]=2)=[CH:7][CH:8]=1 |f:1.2|. Procedure details: To a mixture of 8.7 g (38 mmol) of 4-chloro-1-(4-fluorophenyl)pent-1-yn-3-one and 10 g (45 mmol) of N-aminopyridinium iodide in 140 ml of acetonitrile was added dropwise 11 g of DBU in 50 ml of acetonitrile at 0° C. for 20 minutes under a nitrogen atmosphere. The reaction was then stirred at RT overnight. After evaporation of the solvent, the crude mixture was purified on an Al2O3 column, and the desired product recrystallized from ethyl acetate-hexane to obtain 200 mg of 1-(2-(4-fluorophenyl)py...